From a dataset of the Open Reaction Database (ORD), a public repository of structured organic reaction records. describe an organic reaction: reactants, conditions, products, and yield The reactants are C1=CN=C2N1C1=C(NC2=O)C=2C=CC=CC2C1 (5H,10H-imidazo[1,2-a]indeno[1,2-e]pyrazin-4-one), CS(=O)C (dimethyl sulphoxide), O.C(C=O)(=O)O (glyoxylic acid monohydrate), [H-].[Na+] (sodium hydride). Run in O (water), C(C)(=O)O (acetic acid). Run at temperature 20 celsius, time 18 hour. Product: O=C1C=2N(C3=C(N1)C=1C=CC=CC1C3C(C(=O)O)O)C=CN2 ((4,5-dihydro-4-oxo-10H-imidazo(1,2-a]indeno[1,2-e]pyrazin-10-yl)glycolic acid). The yield is 63.9%. RXN SMILES: [CH:1]1[N:5]2[C:6]3[CH2:17][C:16]4[CH:15]=[CH:14][CH:13]=[CH:12][C:11]=4[C:7]=3[NH:8][C:9](=[O:10])[C:4]2=[N:3][CH:2]=1.CS(C)=O.O.[C:23]([OH:27])(=[O:26])[CH:24]=[O:25].[H-].[Na+]>O.C(O)(=O)C>[O:10]=[C:9]1[NH:8][C:7]2[C:11]3[CH:12]=[CH:13][CH:14]=[CH:15][C:16]=3[CH:17]([CH:24]([OH:25])[C:23]([OH:27])=[O:26])[C:6]=2[N:5]2[CH:1]=[CH:2][N:3]=[C:4]12 |f:2.3,4.5|. Procedure details: To a stirred mixture of 6.7 g of 5H,10H-imidazo[1,2-a]indeno[1,2-e]pyrazin-4-one, 140 ml of dimethyl sulphoxide and 4.15 g of glyoxylic acid monohydrate, under an argon atmosphere, are added portionwise 4.95 g of 80% sodium hydride while maintaining the temperature at about 20° C. The stirring is continued for 18 hours, and the reaction medium is acidified using acetic acid (11 ml) and is heated at a temperature in the region of 80° C. for 2 hours. The reaction mixture is filtered and the solid ... Reactants: NC1=C(C=CC(=C1)C)S(=O)(=O)N (2-amino-4-methylbenzenesulfonamide), ClC=1C=C(C=CC1Cl)/C=C/S(=O)(=O)Cl ((E)-2-(3,4-dichlorophenyl)ethenesulfonyl chloride). The product is ClC=1C=C(C=CC1Cl)/C=C/S(=O)(=O)NC1=C(C=CC(=C1)C)S(=O)(=O)N ((E)-2-(2-(3,4-Dichlorophenyl)vinylsulfonamido)-4-methylbenzenesulfonamide). The yield is 54.0%. As a reaction SMILES: [NH2:1][C:2]1[CH:7]=[C:6]([CH3:8])[CH:5]=[CH:4][C:3]=1[S:9]([NH2:12])(=[O:11])=[O:10].[Cl:13][C:14]1[CH:15]=[C:16](/[CH:21]=[CH:22]/[S:23](Cl)(=[O:25])=[O:24])[CH:17]=[CH:18][C:19]=1[Cl:20]>>[Cl:13][C:14]1[CH:15]=[C:16](/[CH:21]=[CH:22]/[S:23]([NH:1][C:2]2[CH:7]=[C:6]([CH3:8])[CH:5]=[CH:4][C:3]=2[S:9]([NH2:12])(=[O:10])=[O:11])(=[O:25])=[O:24])[CH:17]=[CH:18][C:19]=1[Cl:20]. Reported procedure: The title compound was synthesized as described for Example 194 a) in 54% yield, starting from 2-amino-4-methylbenzenesulfonamide and (E)-2-(3,4-dichlorophenyl)ethenesulfonyl chloride (1.5 equiv.). Purification by column chromatography, using chloroform/methanol (95:5) as the eluent. Reactants: C(C1=CC=CC=C1)N1C(N(C(C1)=O)C(C(=O)OCC)C(=O)OCC)=O (Diethyl 2-(3-benzyl-2,5-dioxo-1,3-diazolidin-1-yl)-malonate), NC1=C(C=C(C=C1)S(=O)(=O)CCCCCCCCCCCC)Cl ((4-amino-3-chloro-phenyl)dodecylsulphone). Solvent: C=1(C(=CC=CC1)C)C (xylene). Run at temperature 70 celsius. Product: ClC1=C(C=CC(=C1)S(=O)(=O)CCCCCCCCCCCC)NC(C(C(=O)OCC)N1C(N(CC1=O)CC1=CC=CC=C1)=O)=O (Ethyl N-(2-chloro-4-dodecylsulphonylphenyl)-2-(3-benzyl-2,5-dioxo-1,3-diazolidin-1-yl)malonamate). Reaction SMILES: [CH2:1]([N:8]1[CH2:12][C:11](=[O:13])[N:10]([CH:14]([C:20](OCC)=[O:21])[C:15]([O:17][CH2:18][CH3:19])=[O:16])[C:9]1=[O:25])[C:2]1[CH:7]=[CH:6][CH:5]=[CH:4][CH:3]=1.[NH2:26][C:27]1[CH:32]=[CH:31][C:30]([S:33]([CH2:36][CH2:37][CH2:38][CH2:39][CH2:40][CH2:41][CH2:42][CH2:43][CH2:44][CH2:45][CH2:46][CH3:47])(=[O:35])=[O:34])=[CH:29][C:28]=1[Cl:48]>C1(C)C(C)=CC=CC=1>[Cl:48][C:28]1[CH:29]=[C:30]([S:33]([CH2:36][CH2:37][CH2:38][CH2:39][CH2:40][CH2:41][CH2:42][CH2:43][CH2:44][CH2:45][CH2:46][CH3:47])(=[O:35])=[O:34])[CH:31]=[CH:32][C:27]=1[NH:26][C:20](=[O:21])[CH:14]([N:10]1[C:11](=[O:13])[CH2:12][N:8]([CH2:1][C:2]2[CH:7]=[CH:6][CH:5]=[CH:4][CH:3]=2)[C:9]1=[O:25])[C:15]([O:17][CH2:18][CH3:19])=[O:16]. Procedure: Diethyl 2-(3-benzyl-2,5-dioxo-1,3-diazolidin-1-yl)-malonate (19.3 g, 55.5 mmol) and (4-amino-3-chloro-phenyl)dodecylsulphone (20.0 g,56.0 mmol) were added to xylene (100 ml) and refluxed under Dean and Stark conditions for 80 hr, occasionally removing a small amount of distillate and replenishing the solvent as necessary. The reaction was followed by TLC (1:2 ethyl acetate:60-80° C. petroleum ether), the Rf of the product being between that of the two starting materials. The xylene was removed o... Starting materials: FC(C=1C=C(CN2C(C3=C(NCCC2)N=C(N=C3C3=C(C=CC=C3)C)S(=O)(=O)C)=O)C=C(C1)C(F)(F)F)(F)F (6-[3,5-bis(trifluoromethyl)benzyl]-5,6,7,8,9,10-hexahydro-4-(2-methylphenyl)-2-(methylsulfonyl)-5-oxopyrimido[4,5-b][1,5]diazocine), N1=C(C=CC=C1)N1CCNCC1 (1-(pyridine-2-yl)piperazine). Yields the product FC(C=1C=C(CN2C(C3=C(NCCC2)N=C(N=C3C3=C(C=CC=C3)C)N3CCN(CC3)C3=NC=CC=C3)=O)C=C(C1)C(F)(F)F)(F)F (6-[3,5-bis(trifluoromethyl)benzyl]-5,6,7,8,9,10-hexahydro-4-(2-methylphenyl)-5-oxo-2-[4-(pyridine-2-yl)piperazine-1-yl]pyrimido[4,5-b][1,5]diazocine). Yield: 97.3%. Reaction SMILES: [F:1][C:2]([F:39])([F:38])[C:3]1[CH:4]=[C:5]([CH:31]=[C:32]([C:34]([F:37])([F:36])[F:35])[CH:33]=1)[CH2:6][N:7]1[CH2:14][CH2:13][CH2:12][NH:11][C:10]2[N:15]=[C:16](S(C)(=O)=O)[N:17]=[C:18]([C:19]3[CH:24]=[CH:23][CH:22]=[CH:21][C:20]=3[CH3:25])[C:9]=2[C:8]1=[O:30].[N:40]1[CH:45]=[CH:44][CH:43]=[CH:42][C:41]=1[N:46]1[CH2:51][CH2:50][NH:49][CH2:48][CH2:47]1>>[F:1][C:2]([F:39])([F:38])[C:3]1[CH:4]=[C:5]([CH:31]=[C:32]([C:34]([F:37])([F:36])[F:35])[CH:33]=1)[CH2:6][N:7]1[CH2:14][CH2:13][CH2:12][NH:11][C:10]2[N:15]=[C:16]([N:49]3[CH2:50][CH2:51][N:46]([C:41]4[CH:42]=[CH:43][CH:44]=[CH:45][N:40]=4)[CH2:47][CH2:48]3)[N:17]=[C:18]([C:19]3[CH:24]=[CH:23][CH:22]=[CH:21][C:20]=3[CH3:25])[C:9]=2[C:8]1=[O:30]. Procedure: In a similar manner to Example 1, 6-[3,5-bis(trifluoromethyl)benzyl]-5,6,7,8,9,10-hexahydro-4-(2-methylphenyl)-2-(methylsulfonyl)-5-oxopyrimido[4,5-b][1,5]diazocine (Compound of Reference Example 19; 85.9 mg) was reacted with 1-(pyridine-2-yl)piperazine (29.4 mg) to obtain 6-[3,5-bis(trifluoromethyl)benzyl]-5,6,7,8,9,10-hexahydro-4-(2-methylphenyl)-5-oxo-2-[4-(pyridine-2-yl)piperazine-1-yl]pyrimido[4,5-b][1,5]diazocine (95.7 mg, 97%). Reported procedure: After 0.21 g of (RS)-3-(1-methyl-2-propenyl)-4-methylidenecyclopent-2-en-1-ol was dissolved in 5 ml of toluene, 0.14 ml of pyridine was added to the toluene solution. Under ice-water cooling, 70%(w/w) toluene solution containing 0.32 g of 2,2,3,3-tetramethyl-cyclopropanecarboxylic acid chloride was added dropwise to the mixed solution, and then stirred at an ambient temperature for six hours. The reaction solution was poured into ice-water and extracted with ethyl acetate. The ethyl acetate laye... RXN SMILES: CC(C1C(=C)CC([OH:11])C=1)C=C.N1[CH:17]=[CH:16][CH:15]=[CH:14][CH:13]=1.[CH3:18][C:19]1([CH3:27])[C:21]([CH3:23])([CH3:22])[CH:20]1[C:24](Cl)=[O:25].[C:28]1([CH3:34])[CH:33]=[CH:32]C=C[CH:29]=1>>[CH3:18][C:19]1([CH3:27])[C:21]([CH3:23])([CH3:22])[CH:20]1[C:24]([O:11][C:13]1[CH:29]([CH:28]([CH3:34])[CH:33]=[CH2:32])[C:16](=[CH2:17])[CH2:15][CH:14]=1)=[O:25]. Run at time 6 hour. Yields the product CC1(C(C1(C)C)C(=O)OC1=CCC(C1C(C=C)C)=C)C ((RS)-3-(1-methyl-2-propenyl)-4-methylidenecyclopenten-2-yl 2,2,3,3-tetramethylcyclopropanecarboxylate). The yield is 62.0%. Reactants: N1=CC=CC=C1 (pyridine), C1(=CC=CC=C1)C (toluene), ice water, CC(C=C)C1=CC(CC1=C)O ((RS)-3-(1-methyl-2-propenyl)-4-methylidenecyclopent-2-en-1-ol), C1(=CC=CC=C1)C (toluene), CC1(C(C1(C)C)C(=O)Cl)C (2,2,3,3-tetramethyl-cyclopropanecarboxylic acid chloride), C1(=CC=CC=C1)C (toluene).